This data is from the Open Reaction Database (ORD), a public repository of structured organic reaction records. The task is: describe an organic reaction: reactants, conditions, products, and yield The reactants are C=CC1CC1, [Cu]I, COc1cn(-c2ccc(OS(=O)(=O)C(F)(F)F)cc2F)nc(-c2ccnn2-c2ccccc2)c1=O, [Na+], O=C([O-])O, CN(C)C=O, Cl[Pd]Cl, c1ccc(P(c2ccccc2)c2ccccc2)cc1, c1ccc(P(c2ccccc2)c2ccccc2)cc1, c1ccc(P(c2ccccc2)c2ccccc2)cc1. Product: COc1cn(-c2ccc(C#CC3CC3)cc2F)nc(-c2ccnn2-c2ccccc2)c1=O. Reaction SMILES: [CH:36]1([CH:39]=[CH2:40])[CH2:37][CH2:38]1.[Cu:70][I:71].[F:1][C:2]([F:3])([F:4])[S:5]([O:6][c:7]1[cH:8][c:9]([F:33])[c:10](-[n:13]2[n:14][c:15](-[c:22]3[cH:23][cH:24][n:25][n:26]3-[c:27]3[cH:28][cH:29][cH:30][cH:31][cH:32]3)[c:16](=[O:21])[c:17]([O:19][CH3:20])[cH:18]2)[cH:11][cH:12]1)(=[O:34])=[O:35].[Na+:69].[O-:65][C:66]([OH:67])=[O:68].[O:60]=[CH:61][N:62]([CH3:63])[CH3:64].[Pd:72]([Cl:73])[Cl:74].[c:41]1([P:42]([c:43]2[cH:44][cH:45][cH:46][cH:47][cH:48]2)[c:49]2[cH:50][cH:51][cH:52][cH:53][cH:54]2)[cH:55][cH:56][cH:57][cH:58][cH:59]1.[c:75]1([P:76]([c:77]2[cH:78][cH:79][cH:80][cH:81][cH:82]2)[c:83]2[cH:84][cH:85][cH:86][cH:87][cH:88]2)[cH:89][cH:90][cH:91][cH:92][cH:93]1.[c:94]1([P:95]([c:96]2[cH:97][cH:98][cH:99][cH:100][cH:101]2)[c:102]2[cH:103][cH:104][cH:105][cH:106][cH:107]2)[cH:108][cH:109][cH:110][cH:111][cH:112]1>>[c:7]1([C:40]#[C:39][CH:36]2[CH2:37][CH2:38]2)[cH:8][c:9]([F:33])[c:10](-[n:13]2[n:14][c:15](-[c:22]3[cH:23][cH:24][n:25][n:26]3-[c:27]3[cH:28][cH:29][cH:30][cH:31][cH:32]3)[c:16](=[O:21])[c:17]([O:19][CH3:20])[cH:18]2)[cH:11][cH:12]1.